This data is from the Open Reaction Database (ORD), a public repository of structured organic reaction records. The task is: describe an organic reaction: reactants, conditions, products, and yield Starting materials: CN, CCOCC, O=C(Cl)C(=O)Cl, ClCCl, O=C(O)CCCCCCCc1ccccc1. Product: CNC(=O)CCCCCCCc1ccccc1. RXN SMILES: [CH3:23][NH2:24].[CH3:28][CH2:29][O:30][CH2:31][CH3:32].[Cl:17][C:18]([C:19]([Cl:20])=[O:21])=[O:22].[Cl:25][CH2:26][Cl:27].[c:1]1([CH2:7][CH2:8][CH2:9][CH2:10][CH2:11][CH2:12][CH2:13][C:14](=[O:15])[OH:16])[cH:2][cH:3][cH:4][cH:5][cH:6]1>>[c:1]1([CH2:7][CH2:8][CH2:9][CH2:10][CH2:11][CH2:12][CH2:13][C:14](=[O:16])[NH:24][CH3:23])[cH:2][cH:3][cH:4][cH:5][cH:6]1. Reactants: C(#N)[BH3-].[Na+] (Sodium cyanoborohydride), N[C@@H](C)C(=O)N1[C@H](C(=O)O)CCC1 (L-alanyl-L-proline), O=C(C(=O)OCC1=CC=CC=C1)CCC1=CC=CC=C1 (benzyl 2-oxo-4-phenylbutyrate), 4A. The solvent is C(C)O (ethanol). The product is C(C1=CC=CC=C1)OC(=O)[C@H](CCC1=CC=CC=C1)N[C@@H](C)C(=O)N1[C@H](C(=O)O)CCC1 (N-(1(S)-benzyloxycarbonyl-3-phenylpropyl)-L-alanyl-L-proline). As a reaction SMILES: [NH2:1][C@H:2]([C:4]([N:6]1[CH2:13][CH2:12][CH2:11][C@H:7]1[C:8]([OH:10])=[O:9])=[O:5])[CH3:3].O=[C:15]([CH2:26][CH2:27][C:28]1[CH:33]=[CH:32][CH:31]=[CH:30][CH:29]=1)[C:16]([O:18][CH2:19][C:20]1[CH:25]=[CH:24][CH:23]=[CH:22][CH:21]=1)=[O:17].C([BH3-])#N.[Na+]>C(O)C>[CH2:19]([O:18][C:16]([C@@H:15]([NH:1][C@H:2]([C:4]([N:6]1[CH2:13][CH2:12][CH2:11][C@H:7]1[C:8]([OH:10])=[O:9])=[O:5])[CH3:3])[CH2:26][CH2:27][C:28]1[CH:33]=[CH:32][CH:31]=[CH:30][CH:29]=1)=[O:17])[C:20]1[CH:21]=[CH:22][CH:23]=[CH:24][CH:25]=1 |f:2.3|. Procedure details: A solution of L-alanyl-L-proline (167 mg) and benzyl 2-oxo-4-phenylbutyrate (1.20 g) in 5 ml of ethanol is stirred at room temperature with 3 g of powdered molecular sieves, type 4A. Sodium cyanoborohydride (75 mg) is then added in portions over the course of three hours. The product is purified by absorption on strong cation exchange resin and elution with 2% pyridine in water. After passage through a gel filtration (LH-20) column 220 mg of N-(1-benzyloxycarbonyl-3-phenylpropyl)-L-alanyl-L-prol...